Dataset: the Open Reaction Database (ORD), a public repository of structured organic reaction records. Task: describe an organic reaction: reactants, conditions, products, and yield Starting materials: O1CCCC1 (tetrahydrofuran), ethyl ester, C(C)(=O)O[C@@H]1CC2=CC[C@H]3[C@@H]4CCC(=C(C(=O)O)C#N)[C@]4(CC[C@@H]3[C@]2(CC1)C)C (3β-acetoxy-20-cyano-5,17(20)-pregnadiene-21-oic acid), [OH-].[Na+] (sodium hydroxide), [H][H] (hydrogen). The reagents and catalysts are [Pd] (palladium-charcoal). Solvent: C(C)O (ethanol). Yields the product ethyl ester, C(C)(=O)O[C@@H]1CC2=CC[C@H]3[C@@H]4CC[C@H](C(C(=O)O)C#N)[C@]4(CC[C@@H]3[C@]2(CC1)C)C (3β-acetoxy-20-cyano-5-pregnene-21-oic acid). RXN SMILES: [C:1]([O:4][C@H:5]1[CH2:27][CH2:26][C@@:25]2([CH3:28])[C:7](=[CH:8][CH2:9][C@@H:10]3[C@@H:24]2[CH2:23][CH2:22][C@@:21]2([CH3:29])[C@H:11]3[CH2:12][CH2:13][C:14]2=[C:15]([C:19]#[N:20])[C:16]([OH:18])=[O:17])[CH2:6]1)(=[O:3])[CH3:2].O1CCCC1.[OH-].[Na+].[H][H]>[Pd].C(O)C>[C:1]([O:4][C@H:5]1[CH2:27][CH2:26][C@@:25]2([CH3:28])[C:7](=[CH:8][CH2:9][C@@H:10]3[C@@H:24]2[CH2:23][CH2:22][C@@:21]2([CH3:29])[C@H:11]3[CH2:12][CH2:13][C@@H:14]2[CH:15]([C:19]#[N:20])[C:16]([OH:18])=[O:17])[CH2:6]1)(=[O:3])[CH3:2] |f:2.3|. Reported procedure: 37 g. of the ethyl ester of 3β-acetoxy-20-cyano-5,17(20)-pregnadiene-21-oic acid is mixed in 450 ml. of tetrahydrofuran and 150 ml. of ethanol with 2.5 g. of 10% palladium-charcoal catalyst and 2 ml. of N/10 sodium hydroxide solution and hydrogenated under normal pressure with hydrogen at room temperature. The reaction mixture is worked up as set forth in Example 1(b), thus obtaining the ethyl ester of 3β-acetoxy-20-cyano-5-pregnene-21-oic acid (34 g.), m.p. 170° C.